Dataset: the Open Reaction Database (ORD), a public repository of structured organic reaction records. Task: describe an organic reaction: reactants, conditions, products, and yield The reactants are [H][H] (hydrogen), CSC1=NC(=CC(=C1[N+](=O)[O-])SC)C (2,4-bis(methylthio)-3-nitro-6-methylpyridine), CN(C1=CC=CC=C1)C (N,N-dimethylaniline). The reagents and catalysts are [Ni] (Raney nickel). The solvent is C(Cl)(Cl)Cl (chloroform), CO (methanol), O1CCOCC1 (dioxane). Yields the product NC=1C(=NC(=CC1SC)C)SC (3-amino-2,4-bis(methylthio)-6-methylpyridine). Reaction SMILES: [CH3:1][S:2][C:3]1[C:8]([N+:9]([O-])=O)=[C:7]([S:12][CH3:13])[CH:6]=[C:5]([CH3:14])[N:4]=1.[H][H].CN(C)C1C=CC=CC=1>CO.O1CCOCC1.[Ni].C(Cl)(Cl)Cl>[NH2:9][C:8]1[C:3]([S:2][CH3:1])=[N:4][C:5]([CH3:14])=[CH:6][C:7]=1[S:12][CH3:13]. Reported procedure: With reference to Example 238 described in Japanese Patent Publication (kokoku) No. 25974/1996, 2,4-bis(methylthio)-3-nitro-6-methylpyridine was obtained, and the thus-obtained nitro compound was dissolved in a mixture of methanol and dioxane, followed by reduction in the presence of Raney nickel in a hydrogen atmosphere. Subsequently, N,N-dimethylaniline (0.85 g, 7 mmol) was added to a suspension of the obtained crude 3-amino-2,4-bis(methylthio)-6-methylpyridine (1.0 g, 5 mmol) in chloroform (1...